This data is from the Open Reaction Database (ORD), a public repository of structured organic reaction records. The task is: describe an organic reaction: reactants, conditions, products, and yield Reactants: C(C(C)C)OC(=O)N(OCC1=CC=C(C=C1)OC)CCCP(OCCCC)(OCCCC)=O (dibutyl 3-[N-isobutoxycarbonyl-N-(p-methoxybenzyloxy)amino]propylphosphonate), Cl (hydrochloric acid). The solvent is C(C)(=O)O (acetic acid). Reaction conditions: time 21 hour. Product: ONCCCP(O)(O)=O (3-(N-hydroxyamino)propylphosphonic acid). Yield: 53.1%. As a reaction SMILES: C(OC([N:8]([CH2:19][CH2:20][CH2:21][P:22](=[O:33])([O:28]CCCC)[O:23]CCCC)[O:9]CC1C=CC(OC)=CC=1)=O)C(C)C.Cl>C(O)(=O)C>[OH:9][NH:8][CH2:19][CH2:20][CH2:21][P:22](=[O:23])([OH:33])[OH:28]. Reported procedure: A mixture of dibutyl 3-[N-isobutoxycarbonyl-N-(p-methoxybenzyloxy)amino]propylphosphonate (6.04 g), conc. hydrochloric acid (60 ml) and acetic acid (60 ml) was refluxed with stirring for 21 hours. The resultant mixture was concentrated under reduced pressure, and to the residue was added water. The mixture was concentrated under reduced pressure to give a residue, which was washed with acetonitrile and then dissolved in water (10 ml). To the solution were added pyridine (800 ml) and ethanol (4 m... The reactants are ClC1=CC=C(C=N1)C(C(C(=O)O)(C)C)C1=CC=CC=C1 (3-(6-chloro-pyridin-3-yl)-2,2-dimethyl-3-phenyl-propionic acid), Cl.CN(CCCN=C=NCC)C (1-[3-(dimethylamino)propyl]-3-ethylcarbodiimide hydrochloride), 1-hydroxy-7-benzotriazole, S1C(=NN=C1)N (1,3,4-thiadiazol-2-amine), C(C)(C)N(CC)C(C)C (diisopropylethyl amine). Solvent: CC#N (CH3CN). The product is ClC1=CC=C(C=N1)C(C(C(=O)NC=1SC=NN1)(C)C)C1=CC=CC=C1 (3-(6-chloro-pyridin-3-yl)-2,2-dimethyl-3-phenyl-N-[1,3,4]thiadiazol-2-yl-propionamide). The yield is 79.3%. Reaction SMILES: [Cl:1][C:2]1[N:7]=[CH:6][C:5]([CH:8]([C:15]2[CH:20]=[CH:19][CH:18]=[CH:17][CH:16]=2)[C:9]([CH3:14])([CH3:13])[C:10](O)=[O:11])=[CH:4][CH:3]=1.Cl.CN(C)CCCN=C=NCC.[S:33]1[CH:37]=[N:36][N:35]=[C:34]1[NH2:38].C(N(C(C)C)CC)(C)C>CC#N>[Cl:1][C:2]1[N:7]=[CH:6][C:5]([CH:8]([C:15]2[CH:20]=[CH:19][CH:18]=[CH:17][CH:16]=2)[C:9]([CH3:14])([CH3:13])[C:10]([NH:38][C:34]2[S:33][CH:37]=[N:36][N:35]=2)=[O:11])=[CH:4][CH:3]=1 |f:1.2|. Procedure: A solution of 3-(6-chloro-pyridin-3-yl)-2,2-dimethyl-3-phenyl-propionic acid (Preparation 4, 100 mg, 0.345 mmol), 1-[3-(dimethylamino)propyl]-3-ethylcarbodiimide hydrochloride (EDC) (132 mg, 0.69 mmol) and 1-hydroxy-7-benzotriazole (HOBt) (93 mg, 0.69 mmol), 1,3,4-thiadiazol-2-amine (103 mg, 1.04 mmol) and diisopropylethyl amine (0.21 ml, 1.21 mmol) in CH3CN (1 mL) was heated at 75° C. for 12 hours. The reaction mixture was filtered, concentrated and purified by silica gel flash chromatography u...